This data is from the Open Reaction Database (ORD), a public repository of structured organic reaction records. The task is: describe an organic reaction: reactants, conditions, products, and yield Reactants: CC1=C(C(CCC1)(C)C)/C=C/C(=O)C (beta-ionone), 199941t, diketone, CC1=C(C(CCC1=O)(C)C)/C=C/C(=O)C (4-oxo-beta-ionone). The product is O=C(C=CC1=C(C(CCC1(C)C)=O)C)C (3-(3-Oxobut-1-enyl)-2,4,4-trimethylcyclohex-2-en-1-one). As a reaction SMILES: CC1CCCC(C)(C)C=1/C=C/C(C)=O.[CH3:15][C:16]1[C:21](=[O:22])[CH2:20][CH2:19][C:18]([CH3:24])([CH3:23])[C:17]=1/[CH:25]=[CH:26]/[C:27]([CH3:29])=[O:28]>>[O:28]=[C:27]([CH3:29])[CH:26]=[CH:25][C:17]1[C:18]([CH3:23])([CH3:24])[CH2:19][CH2:20][C:21](=[O:22])[C:16]=1[CH3:15]. Procedure: To a 50-mL 2-neck reaction flask fitted with an additional funnel and a reflux condenser connected to an apparatus similar to that described by Johnson and Schneider [Org. Synth., 30, 18 (1950)] so that the mixture in the flask could be protected from atmospheric moisture, et al. throughout the course of the reaction were added a Teflon-coated spin bar and 1.0 mL of dimethyl sulfoxide (HPLC-grade). After sweeping the system briefly with a stream of nitrogen gas, the flask was heated to a tempera...